This data is from the Open Reaction Database (ORD), a public repository of structured organic reaction records. The task is: describe an organic reaction: reactants, conditions, products, and yield Starting materials: CSC1=NN=C(C(N1)=O)CC1=CC(=CC=C1)OC (3-Methylthio-6-(3-methoxybenzyl)-1,2,4-triazin-5-one), CC1=C(N=CN1)CSCCN (2-(5-methyl-4-imidazolylmethylthio)ethylamine). Reaction conditions: time 5 minute. The product is CC1=C(N=CN1)CSCCNC1=NN=C(C(N1)=O)CC1=CC(=CC=C1)OC (3-[2-(5-Methyl-4-imidazolylmethylthio)ethylamino]-6-(3-methoxybenzyl)-1,2,4-triazin-5-one). Yield: 41.4%. As a reaction SMILES: CS[C:3]1[NH:8][C:7](=[O:9])[C:6]([CH2:10][C:11]2[CH:16]=[CH:15][CH:14]=[C:13]([O:17][CH3:18])[CH:12]=2)=[N:5][N:4]=1.[CH3:19][C:20]1[NH:24][CH:23]=[N:22][C:21]=1[CH2:25][S:26][CH2:27][CH2:28][NH2:29]>>[CH3:19][C:20]1[NH:24][CH:23]=[N:22][C:21]=1[CH2:25][S:26][CH2:27][CH2:28][NH:29][C:3]1[NH:8][C:7](=[O:9])[C:6]([CH2:10][C:11]2[CH:16]=[CH:15][CH:14]=[C:13]([O:17][CH3:18])[CH:12]=2)=[N:5][N:4]=1. Reported procedure: 3-Methylthio-6-(3-methoxybenzyl)-1,2,4-triazin-5-one (1.07 g) and 2-(5-methyl-4-imidazolylmethylthio)ethylamine (0.77 g) were heated together on an oil bath (160°-70°) for 3/4 hour. The solidified mass was broken up under methanol (ea 15 ml) and boiled for 5 minutes. After cooling the white solid was filtered off and recrystallised from dimethylformamide to give the title compound as a colourless solid (0.65 g) m.p. 203°-4°. Reported procedure: 5-Benzyl-3-(3-oxo-3-phenylpropyl)-1,3-oxazolidin-2-one (0.31 g, 1 mol) prepared in the above (1) was dissolved in 3 ml of ethanol. To the solution, sodium boron hydride (80 mg, 2 mmol) was added under stirring while chilling with ice. After the resulting solution was stirred to cause reaction at room temperature for 30 minutes, water was added. The obtained solution was extracted with ethyl acetate. The organic portion was sequentially washed with water and saturated aqueous sodium chloride, and... The solvent is C(C)O (ethanol). The product is C(C1=CC=CC=C1)C1CN(C(O1)=O)CCC(C1=CC=CC=C1)O (5-Benzyl-3-(3-hydroxy-3-phenylpropyl)-1,3-oxazolidin-2-one). Isolated yield 0.1%. As a reaction SMILES: [CH2:1]([CH:8]1[O:12][C:11](=[O:13])[N:10]([CH2:14][CH2:15][C:16](=[O:23])[C:17]2[CH:22]=[CH:21][CH:20]=[CH:19][CH:18]=2)[CH2:9]1)[C:2]1[CH:7]=[CH:6][CH:5]=[CH:4][CH:3]=1.B.[Na].O>C(O)C>[CH2:1]([CH:8]1[O:12][C:11](=[O:13])[N:10]([CH2:14][CH2:15][CH:16]([OH:23])[C:17]2[CH:18]=[CH:19][CH:20]=[CH:21][CH:22]=2)[CH2:9]1)[C:2]1[CH:7]=[CH:6][CH:5]=[CH:4][CH:3]=1 |f:1.2,^1:24|. Reactants: O (water), C(C1=CC=CC=C1)C1CN(C(O1)=O)CCC(C1=CC=CC=C1)=O (5-Benzyl-3-(3-oxo-3-phenylpropyl)-1,3-oxazolidin-2-one), C(C1=CC=CC=C1)C1CN(C(O1)=O)CCC(C1=CC=CC=C1)=O (5-Benzyl-3-(3-oxo-3-phenylpropyl)-1,3-oxazolidin-2-one), B.[Na] (sodium boron hydride). The reactants are CNC, CS(=O)(=NC(=O)CCl)c1ccc(C(=O)Nc2ccc(Cl)cc2C(=O)Nc2ccc(Cl)cn2)cc1, CN(C)C=O, O. The product is CN(C)CC(=O)N=S(C)(=O)c1ccc(C(=O)Nc2ccc(Cl)cc2C(=O)Nc2ccc(Cl)cn2)cc1. RXN SMILES: [CH3:35][NH:36][CH3:37].[Cl:1][c:2]1[cH:3][cH:4][c:5]([NH:8][C:9](=[O:10])[c:11]2[c:12]([NH:18][C:19](=[O:20])[c:21]3[cH:22][cH:23][c:24]([S:27](=[O:28])(=[N:29][C:30]([CH2:31][Cl:32])=[O:33])[CH3:34])[cH:25][cH:26]3)[cH:13][cH:14][c:15]([Cl:17])[cH:16]2)[n:6][cH:7]1.[O:38]=[CH:39][N:40]([CH3:41])[CH3:42].[OH2:43]>>[Cl:1][c:2]1[cH:3][cH:4][c:5]([NH:8][C:9](=[O:10])[c:11]2[c:12]([NH:18][C:19](=[O:20])[c:21]3[cH:22][cH:23][c:24]([S:27](=[O:28])(=[N:29][C:30]([CH2:31][N:36]([CH3:35])[CH3:37])=[O:33])[CH3:34])[cH:25][cH:26]3)[cH:13][cH:14][c:15]([Cl:17])[cH:16]2)[n:6][cH:7]1. Reactants: C1(=CC=CC=C1)C1=NOC(=C1C(=O)NC)CC(=O)C1=NC=CC=C1 (3-phenyl-5-(2-pyridylcarbonylmethyl)-N-methyl-isoxazole-4-carboxamide), S(O)(O)(=O)=O (sulfuric acid), [OH-].[Na+] (sodium hydroxide). The product is CN1C(C2=C(C=C1C1=NC=CC=C1)ON=C2C2=CC=CC=C2)=O (5-methyl-3-phenyl-6-(2-pyridyl)-isoxazolo[4,5-c]pyridin-4-(5H)-one). As a reaction SMILES: [C:1]1([C:7]2[C:11]([C:12]([NH:14][CH3:15])=[O:13])=[C:10]([CH2:16][C:17]([C:19]3[CH:24]=[CH:23][CH:22]=[CH:21][N:20]=3)=O)[O:9][N:8]=2)[CH:6]=[CH:5][CH:4]=[CH:3][CH:2]=1.S(=O)(=O)(O)O.[OH-].[Na+]>>[CH3:15][N:14]1[C:17]([C:19]2[CH:24]=[CH:23][CH:22]=[CH:21][N:20]=2)=[CH:16][C:10]2[O:9][N:8]=[C:7]([C:1]3[CH:6]=[CH:5][CH:4]=[CH:3][CH:2]=3)[C:11]=2[C:12]1=[O:13] |f:2.3|. Procedure details: A mixture of 20.1 g. (0.0627 mole) of 3-phenyl-5-(2-pyridylcarbonylmethyl)-N-methyl-isoxazole-4-carboxamide and 200 ml. of 2M sulfuric acid is refluxed for 24 hours. The mixture is cooled and made basic with 2N sodium hydroxide and then extracted with methylene chloride. The methylene chloride layer is washed with water, dried over anhydrous magnesium sulfate, filtered and evaporated in vacuo. The resulting solid is purified by column chromatography to give 5-methyl-3-phenyl-6-(2-pyridyl)-isoxaz... Starting materials: C(C)OCCl (chloromethyl ethyl ether), CC(C)([O-])C.[K+] (potassium tert-butoxide), BrC=1NC(=C(C1Br)S(=O)(=O)C(F)(F)F)C1=CC=C(C=C1)Cl (2,3-dibromo-5-(p-chlorophenyl)-4-[(trifluoromethyl)sulfonyl]pyrrole), [I-].[Na+] (sodium iodide). Run in O1CCCC1 (tetrahydrofuran), O (water), O1CCCC1 (tetrahydrofuran), CCCCCC (hexane). Reaction conditions: time 15 minute. Yields the product BrC=1N(C(=C(C1Br)S(=O)(=O)C(F)(F)F)C1=CC=C(C=C1)Cl)COCC (2,3-Dibromo-5-(p-chlorophenyl)-1-(ethoxymethyl)-4-[(trifluoromethyl)sulfonyl]pyrrole). Isolated yield 74.2%. RXN SMILES: CC(C)([O-])C.[K+].[Br:7][C:8]1[NH:9][C:10]([C:21]2[CH:26]=[CH:25][C:24]([Cl:27])=[CH:23][CH:22]=2)=[C:11]([S:14]([C:17]([F:20])([F:19])[F:18])(=[O:16])=[O:15])[C:12]=1[Br:13].[I-].[Na+].[CH2:30]([O:32][CH2:33]Cl)[CH3:31]>O1CCCC1.CCCCCC.O>[Br:7][C:8]1[N:9]([CH2:33][O:32][CH2:30][CH3:31])[C:10]([C:21]2[CH:26]=[CH:25][C:24]([Cl:27])=[CH:23][CH:22]=2)=[C:11]([S:14]([C:17]([F:20])([F:19])[F:18])(=[O:16])=[O:15])[C:12]=1[Br:13] |f:0.1,3.4|. Procedure: A solution of potassium tert-butoxide (0.62 g, 0.0055 mol) in tetrahydrofuran is treated with 2,3-dibromo-5-(p-chlorophenyl)-4-[(trifluoromethyl)sulfonyl]pyrrole (2.34 g, 0.005 mol), stirred for 15 minutes, treated with sodium iodide (0.82 g, 0.0055 mol), stirred for five minutes, treated with a solution of chloromethyl ethyl ether (0.52 g, 0.0055 mol) in tetrahydrofuran, stirred at room temperature for several hours, poured into water and extracted with ether. The combined organic extracts are ... Starting materials: BrB(Br)Br, ClCCl, CNC(=O)Nc1cc(CNc2ccccc2C(=O)Nc2ccc3nn(CCOC)cc3c2)ccn1. Product: CNC(=O)Nc1cc(CNc2ccccc2C(=O)Nc2ccc3nn(CCO)cc3c2)ccn1. As a reaction SMILES: [B:36]([Br:37])([Br:38])[Br:39].[CH2:40]([Cl:41])[Cl:42].[CH3:1][O:2][CH2:3][CH2:4][n:5]1[n:6][c:7]2[cH:8][cH:9][c:10]([NH:14][C:15]([c:16]3[c:17]([NH:22][CH2:23][c:24]4[cH:25][c:26]([NH:30][C:31](=[O:32])[NH:33][CH3:34])[n:27][cH:28][cH:29]4)[cH:18][cH:19][cH:20][cH:21]3)=[O:35])[cH:11][c:12]2[cH:13]1>>[OH:2][CH2:3][CH2:4][n:5]1[n:6][c:7]2[cH:8][cH:9][c:10]([NH:14][C:15]([c:16]3[c:17]([NH:22][CH2:23][c:24]4[cH:25][c:26]([NH:30][C:31](=[O:32])[NH:33][CH3:34])[n:27][cH:28][cH:29]4)[cH:18][cH:19][cH:20][cH:21]3)=[O:35])[cH:11][c:12]2[cH:13]1. The reactants are C(C)OC(C(CC1=CC=C(C=C1)O)(C)OC1=CC(=CC=C1)OC)=O (3-(4-hydroxy-phenyl)-2-(3-methoxy-phenoxy)-2-methyl-propionic acid ethyl ester), C1(=CC=CC=C1)C=1OC(=C(N1)CCOS(=O)(=O)C1=CC=C(C=C1)C)C (toluene-4-sulfonic acid 2-(2-phenyl-5-methyl-oxazol-4-yl)-ethyl ester). Yields the product COC=1C=C(OC(C(=O)O)(CC2=CC=C(C=C2)OCCC=2N=C(OC2C)C2=CC=CC=C2)C)C=CC1 (2-(3-Methoxy-phenoxy)-2-methyl-3-{4-[2-(5-methyl-2-phenyl-oxazol-4-yl)-ethoxy]-phenyl}-propionic acid). Reaction SMILES: C([O:3][C:4](=[O:24])[C:5]([O:15][C:16]1[CH:21]=[CH:20][CH:19]=[C:18]([O:22][CH3:23])[CH:17]=1)([CH3:14])[CH2:6][C:7]1[CH:12]=[CH:11][C:10](O)=[CH:9][CH:8]=1)C.[C:25]1([C:31]2[O:32][C:33]([CH3:49])=[C:34]([CH2:36][CH2:37][O:38]S(C3C=CC(C)=CC=3)(=O)=O)[N:35]=2)[CH:30]=[CH:29][CH:28]=[CH:27][CH:26]=1>>[CH3:23][O:22][C:18]1[CH:17]=[C:16]([CH:21]=[CH:20][CH:19]=1)[O:15][C:5]([CH3:14])([CH2:6][C:7]1[CH:8]=[CH:9][C:10]([O:38][CH2:37][CH2:36][C:34]2[N:35]=[C:31]([C:25]3[CH:26]=[CH:27][CH:28]=[CH:29][CH:30]=3)[O:32][C:33]=2[CH3:49])=[CH:11][CH:12]=1)[C:4]([OH:24])=[O:3]. Procedure: Standard Procedure (B) was utilized to prepare the title compound from 3-(4-hydroxy-phenyl)-2-(3-methoxy-phenoxy)-2-methyl-propionic acid ethyl ester and toluene-4-sulfonic acid 2-(2-phenyl-5-methyl-oxazol-4-yl)-ethyl ester. 1H NMR (400 MHz, CDCl3) δ 7.97-7.95 (m, 2H), 7.42-7.39 (m, 3H), 7.18-7.12 (m, 3H), 6.83 (d, 2H, J=8.99 Hz), 6.61-6.58 (m, 1H), 6.52-6.46 (m, 2H), 4.21 (t, 2H, J=6.65 Hz), 3.74 (s, 3H), 3.25 (d, 1H, J=13.69 Hz), 3.15 (d, 1H, J=13.69 Hz), 2.98 (t, 2H, J=6.65 Hz), 2.37 (s, 3H),... The reactants are COC1=CC=C(CN(C2=NC=C(C=N2)C=2C3=C(N=C(N2)N2CCOCC2)N(CC3)C3=CC=C(C=O)C=C3)CC3=CC=C(C=C3)OC)C=C1 (4-(4-{2-[bis-(4-methoxy-benzyl)-amino]-pyrimidin-5-yl}-2-morpholin-4-yl-5,6-dihydro-pyrrolo[2,3-d]pyrimidin-7-yl)-benzaldehyde), CN1CCNCC1 (1-methylpiperazine), C(C)(=O)O[BH-](OC(C)=O)OC(C)=O.[Na+] (sodium triacetoxy borohydride), C(C)(=O)O (acetic acid), [Cl-].[NH4+] (ammonium chloride). The solvent is ClCCl (dichloromethane). Run at time 40 hour. Product: COC1=CC=C(CN(C2=NC=C(C=N2)C=2C3=C(N=C(N2)N2CCOCC2)N(CC3)C3=CC=C(C=C3)CN3CCN(CC3)C)CC3=CC=C(C=C3)OC)C=C1 (bis-(4-methoxy-benzyl)-(5-{7-[4-(4-methyl-piperazin-1-ylmethyl)-phenyl]-2-morpholin-4-yl-6,7-dihydro-5H-pyrrolo[2,3-d]pyrimidin-4-yl}-pyrimidin-2-yl)-amine), powder. The yield is 51.0%. As a reaction SMILES: [CH3:1][O:2][C:3]1[CH:48]=[CH:47][C:6]([CH2:7][N:8]([CH2:38][C:39]2[CH:44]=[CH:43][C:42]([O:45][CH3:46])=[CH:41][CH:40]=2)[C:9]2[N:14]=[CH:13][C:12]([C:15]3[C:16]4[CH2:29][CH2:28][N:27]([C:30]5[CH:37]=[CH:36][C:33]([CH:34]=O)=[CH:32][CH:31]=5)[C:17]=4[N:18]=[C:19]([N:21]4[CH2:26][CH2:25][O:24][CH2:23][CH2:22]4)[N:20]=3)=[CH:11][N:10]=2)=[CH:5][CH:4]=1.[CH3:49][N:50]1[CH2:55][CH2:54][NH:53][CH2:52][CH2:51]1.C(O[BH-](OC(=O)C)OC(=O)C)(=O)C.[Na+].C(O)(=O)C.[Cl-].[NH4+]>ClCCl>[CH3:46][O:45][C:42]1[CH:41]=[CH:40][C:39]([CH2:38][N:8]([CH2:7][C:6]2[CH:5]=[CH:4][C:3]([O:2][CH3:1])=[CH:48][CH:47]=2)[C:9]2[N:10]=[CH:11][C:12]([C:15]3[C:16]4[CH2:29][CH2:28][N:27]([C:30]5[CH:37]=[CH:36][C:33]([CH2:34][N:53]6[CH2:54][CH2:55][N:50]([CH3:49])[CH2:51][CH2:52]6)=[CH:32][CH:31]=5)[C:17]=4[N:18]=[C:19]([N:21]4[CH2:26][CH2:25][O:24][CH2:23][CH2:22]4)[N:20]=3)=[CH:13][N:14]=2)=[CH:44][CH:43]=1 |f:2.3,5.6|. Reported procedure: To a solution of 4-(4-{2-[bis-(4-methoxy-benzyl)-amino]-pyrimidin-5-yl}-2-morpholin-4-yl-5,6-dihydro-pyrrolo[2,3-d]pyrimidin-7-yl)-benzaldehyde (76 mg, 0.118 mmol) in dichloromethane (2 ml), 1-methylpiperazine (40 μl, 0.354 mmol), sodium triacetoxy borohydride (100 mg, 472 mmol) and acetic acid (12.6 μl, 0.236 mmol) were added, followed by stirring at room temperature for 40 hours. To the reaction mixture, saturated aqueous ammonium chloride solution was added, followed by extraction twice with ... The reactants are Cl.CN(CCN1C2=C3C(S[C@H]([C@H](C1=O)O)C1=CC=C(C=C1)OC)=CC=CC3=CC=C2)C ((±)-cis-2,3-dihydro-5-[2-(dimethylamino)ethyl]-3-hydroxy-2-(4-methoxyphenyl)naphtho[1,8-bc]-1,5-thiazocin-4-(5H)-one hydrochloride), C(C)(=O)OC(C)=O (acetic anhydride). Yields the product C(C)(=O)O[C@H]1C(N(C2=C3C(S[C@H]1C1=CC=C(C=C1)OC)=CC=CC3=CC=C2)CCN(C)C)=O ((±)-cis-3-(acetyloxy)-2,3-dihydro-5-[2-(dimethylamino)ethyl]-2-(4-methoxyphenyl)naphtho[1,8-bc]-1,5-thiazocin-4(5H)-one). Isolated yield 99.0%. As a reaction SMILES: Cl.[CH3:2][N:3]([CH3:31])[CH2:4][CH2:5][N:6]1[C:13](=[O:14])[C@H:12]([OH:15])[C@H:11]([C:16]2[CH:21]=[CH:20][C:19]([O:22][CH3:23])=[CH:18][CH:17]=2)[S:10][C:9]2=[CH:24][CH:25]=[CH:26][C:27]3=[CH:28][CH:29]=[CH:30][C:7]1=[C:8]23.[C:32](OC(=O)C)(=[O:34])[CH3:33]>>[C:32]([O:15][C@@H:12]1[C@H:11]([C:16]2[CH:17]=[CH:18][C:19]([O:22][CH3:23])=[CH:20][CH:21]=2)[S:10][C:9]2=[CH:24][CH:25]=[CH:26][C:27]3=[CH:28][CH:29]=[CH:30][C:7](=[C:8]23)[N:6]([CH2:5][CH2:4][N:3]([CH3:2])[CH3:31])[C:13]1=[O:14])(=[O:34])[CH3:33] |f:0.1|. Reported procedure: A mixture of 0.4 g of (±)-cis-2,3-dihydro-5-[2-(dimethylamino)ethyl]-3-hydroxy-2-(4-methoxyphenyl)naphtho[1,8-bc]-1,5-thiazocin-4-(5H)-one hydrochloride and 8 mL of acetic anhydride was heated at 100° for 17 hours. The reaction mixture was concentrated to dryness and to the residue water, followed by concentrated ammonium hydroxide were added. The aqueous suspension was extracted with ethyl acetate. The ethyl acetate solution was washed with brine, dried (magnesium sulfate) and removal of the so...